From a dataset of the Open Reaction Database (ORD), a public repository of structured organic reaction records. describe an organic reaction: reactants, conditions, products, and yield Starting materials: COCCOC, CC(C=O)OCc1ccccc1, CS(C)=O, C[S+](C)(C)=O, [Cl-], [H-], [I-], [NH4+], [Na+]. Yields the product CC(OCc1ccccc1)C1CO1. RXN SMILES: [CH2:27]([CH2:28][O:29][CH3:30])[O:31][CH3:32].[CH2:9]([c:10]1[cH:11][cH:12][cH:13][cH:14][cH:15]1)[O:16][CH:17]([CH:18]=[O:19])[CH3:20].[CH3:23][S:24]([CH3:25])=[O:26].[CH3:2][S+:3]([CH3:4])([CH3:5])=[O:6].[Cl-:21].[H-:7].[I-:1].[NH4+:22].[Na+:8]>>[CH2:2]1[CH:18]([CH:17]([O:16][CH2:9][c:10]2[cH:11][cH:12][cH:13][cH:14][cH:15]2)[CH3:20])[O:19]1. The reactants are CCCCOCCOCCOCCCC, CCOCC, NC=O, FC(F)(F)c1cccc(Br)c1, O, Cl[Pd]Cl, c1ccc(P(c2ccccc2)c2ccccc2)cc1, c1ccc(P(c2ccccc2)c2ccccc2)cc1, c1ccc(P(c2ccccc2)c2ccccc2)cc1, c1c[nH]cn1. The product is NC(=O)c1cccc(C(F)(F)F)c1. As a reaction SMILES: [CH2:39]([O:40][CH2:41][CH2:42][O:43][CH2:44][CH2:45][O:46][CH2:47][CH2:48][CH2:49][CH3:50])[CH2:51][CH2:52][CH3:53].[CH2:95]([O:96][CH2:97][CH3:98])[CH3:99].[CH:36](=[O:37])[NH2:38].[F:25][C:26]([c:27]1[cH:28][c:29]([Br:33])[cH:30][cH:31][cH:32]1)([F:34])[F:35].[OH2:100].[Pd:54]([Cl:55])[Cl:56].[c:1]1([P:2]([c:3]2[cH:4][cH:5][cH:6][cH:7][cH:8]2)[c:9]2[cH:10][cH:11][cH:12][cH:13][cH:14]2)[cH:15][cH:16][cH:17][cH:18][cH:19]1.[c:57]1([P:58]([c:59]2[cH:60][cH:61][cH:62][cH:63][cH:64]2)[c:65]2[cH:66][cH:67][cH:68][cH:69][cH:70]2)[cH:71][cH:72][cH:73][cH:74][cH:75]1.[c:76]1([P:77]([c:78]2[cH:79][cH:80][cH:81][cH:82][cH:83]2)[c:84]2[cH:85][cH:86][cH:87][cH:88][cH:89]2)[cH:90][cH:91][cH:92][cH:93][cH:94]1.[nH:20]1[cH:21][cH:22][n:23][cH:24]1>>[F:25][C:26]([c:27]1[cH:28][c:29]([C:36](=[O:37])[NH2:38])[cH:30][cH:31][cH:32]1)([F:34])[F:35].